Dataset: the Open Reaction Database (ORD), a public repository of structured organic reaction records. Task: describe an organic reaction: reactants, conditions, products, and yield Reactants: C(CCC)(=O)C1C(CC(CC1=O)C1=CC=C(C=C1)Cl)=O (2-butyryl-5-(4-chlorophenyl)-cyclohexane-1,3-dione), [Cl-].C(C)O[NH3+] (ethoxyammonium chloride), C(C)(=O)[O-].[Na+] (sodium acetate). The solvent is C(C)O (ethanol). Yields the product C(C)ONCCCC=C1C(CC(CC1=O)C1=CC=C(C=C1)Cl)=O (2-(Ethoxyaminobutylidene)-5-(4-chlorophenyl)-cyclohexane-1,3-dione). RXN SMILES: [C:1]([CH:6]1[C:11](=[O:12])[CH2:10][CH:9]([C:13]2[CH:18]=[CH:17][C:16]([Cl:19])=[CH:15][CH:14]=2)[CH2:8][C:7]1=[O:20])(=O)[CH2:2][CH2:3][CH3:4].[Cl-].[CH2:22]([O:24][NH3+:25])[CH3:23].C([O-])(=O)C.[Na+]>C(O)C>[CH2:22]([O:24][NH:25][CH2:4][CH2:3][CH2:2][CH:1]=[C:6]1[C:11](=[O:12])[CH2:10][CH:9]([C:13]2[CH:18]=[CH:17][C:16]([Cl:19])=[CH:15][CH:14]=2)[CH2:8][C:7]1=[O:20])[CH3:23] |f:1.2,3.4|. Procedure details: 13.5 parts of 2-butyryl-5-(4-chlorophenyl)-cyclohexane-1,3-dione, 4.5 parts by weight of ethoxyammonium chloride, 4.5 parts by weight of anhydrous sodium acetate and 100 parts by volume of ethanol are reacted, and the mixture is worked up, in a manner similar to that in Example 1. 2-(Ethoxyaminobutylidene)-5-(4-chlorophenyl)-cyclohexane-1,3-dione is obtained as a solid, which is recrystallized from cyclohexane. The product has a melting point of 77° C. (active ingredient No. 2) Isolated yield 88.8%. Reaction conditions: temperature 24 celsius, time 50 minute. Run in C1(=CC=CC=C1)C (toluene), C1(=CC=CC=C1)C (toluene). Reported procedure: Heat a mixture of 6-hydroxy-3-(2,2,2-trifluoroacetyl)-2,3,4,5-tetrahydro-1H-benzo[d]azepine (120 g, 0.4629 mol) and toluene (14.4 L) to 70° C. for 45 min until most of the starting material is dissolved. Add diisobutylamine (1.197 g, 1.62 mL, 9.26 mmol) followed by addition of sulfuryl chloride (62.48 g, 37.19 mL, 0.463 mol) in toluene (360 mL) over 20 min. Stir the reaction mixture for 50 min and then add additional sulfuryl chloride (4.536 g, 2.70 mL, 0.0336 mol) neat and stir the reaction mix... Reactants: S(=O)(=O)(Cl)Cl (sulfuryl chloride), OC1=CC=CC=2CCN(CCC21)C(C(F)(F)F)=O (6-hydroxy-3-(2,2,2-trifluoroacetyl)-2,3,4,5-tetrahydro-1H-benzo[d]azepine), Cl (hydrochloric acid). The reagents and catalysts are C(C(C)C)NCC(C)C (diisobutylamine), S(=O)(=O)(Cl)Cl (sulfuryl chloride). As a reaction SMILES: [OH:1][C:2]1[C:12]2[CH2:11][CH2:10][N:9]([C:13](=[O:18])[C:14]([F:17])([F:16])[F:15])[CH2:8][CH2:7][C:6]=2[CH:5]=[CH:4][CH:3]=1.S(Cl)([Cl:22])(=O)=O.Cl>C1(C)C=CC=CC=1.C(NCC(C)C)C(C)C.S(Cl)(Cl)(=O)=O>[Cl:22][C:3]1[CH:4]=[CH:5][C:6]2[CH2:7][CH2:8][N:9]([C:13](=[O:18])[C:14]([F:17])([F:15])[F:16])[CH2:10][CH2:11][C:12]=2[C:2]=1[OH:1]. Yields the product ClC1=C(C2=C(CCN(CC2)C(C(F)(F)F)=O)C=C1)O (7-Chloro-6-hydroxy-3-(2,2,2-trifluoroacetyl)-2,3,4,5-tetrahydro-1H-benzo[d]azepine).